Task: describe an organic reaction: reactants, conditions, products, and yield. Dataset: the Open Reaction Database (ORD), a public repository of structured organic reaction records Starting materials: CCC(C)C(NC(=O)OC(C)(C)C)C(=O)O, CC(C)COC(=O)Cl, ClCCl, CN1CCOCC1, COC(=O)C(N)Cc1c[nH]cn1, Cl, Cl. As a reaction SMILES: [C:1]([CH3:2])([CH3:3])([CH3:4])[O:5][C:6](=[O:7])[NH:8][CH:9]([CH:10]([CH3:11])[CH2:12][CH3:13])[C:14](=[O:15])[OH:16].[CH2:24]([O:25][C:26]([Cl:27])=[O:28])[CH:29]([CH3:30])[CH3:31].[CH2:46]([Cl:47])[Cl:48].[CH3:17][N:18]1[CH2:19][CH2:20][O:21][CH2:22][CH2:23]1.[CH3:34][O:35][C:36]([CH:37]([NH2:38])[CH2:39][c:40]1[cH:41][nH:42][cH:43][n:44]1)=[O:45].[ClH:32].[ClH:33]>>[C:1]([CH3:2])([CH3:3])([CH3:4])[O:5][C:6](=[O:7])[NH:8][CH:9]([CH:10]([CH3:11])[CH2:12][CH3:13])[C:14](=[O:16])[NH:38][CH:37]([C:36]([O:35][CH3:34])=[O:45])[CH2:39][c:40]1[cH:41][nH:42][cH:43][n:44]1. Product: CCC(C)C(NC(=O)OC(C)(C)C)C(=O)NC(Cc1c[nH]cn1)C(=O)OC.